From a dataset of the Open Reaction Database (ORD), a public repository of structured organic reaction records. describe an organic reaction: reactants, conditions, products, and yield Reactants: CC(C)(C)OC(=O)c1ccc(C#N)cc1, CC(C)(C)O, Cl, NO, [Na+], O, O=C([O-])O. The product is CC(C)(C)OC(=O)c1ccc(C=NON)cc1. RXN SMILES: [C:1]([CH3:2])([CH3:3])([CH3:4])[O:5][C:6]([c:7]1[cH:8][cH:9][c:10]([C:13]#[N:14])[cH:11][cH:12]1)=[O:15].[C:24]([OH:25])([CH3:26])([CH3:27])[CH3:28].[ClH:16].[NH2:17][OH:18].[Na+:19].[OH2:29].[OH:20][C:21](=[O:22])[O-:23]>>[C:1]([CH3:2])([CH3:3])([CH3:4])[O:5][C:6]([c:7]1[cH:8][cH:9][c:10]([CH:13]=[N:14][O:18][NH2:17])[cH:11][cH:12]1)=[O:15]. The reactants are BrBr, CC(=O)O, CCCCc1c(C)nc(Cl)nc1-c1ccccc1. Yields the product CCCCc1c(CBr)nc(Cl)nc1-c1ccccc1. As a reaction SMILES: [Br:19][Br:20].[C:21]([OH:22])(=[O:23])[CH3:24].[CH2:1]([CH2:2][CH2:3][CH3:4])[c:5]1[c:6]([CH3:18])[n:7][c:8]([Cl:17])[n:9][c:10]1-[c:11]1[cH:12][cH:13][cH:14][cH:15][cH:16]1>>[CH2:1]([CH2:2][CH2:3][CH3:4])[c:5]1[c:6]([CH2:18][Br:19])[n:7][c:8]([Cl:17])[n:9][c:10]1-[c:11]1[cH:12][cH:13][cH:14][cH:15][cH:16]1.